This data is from the Open Reaction Database (ORD), a public repository of structured organic reaction records. The task is: describe an organic reaction: reactants, conditions, products, and yield Procedure: According to the present invention, the reactor effluent from the oxygenate conversion process of Example I, Run A, at 435° C. is passed to a separation zone consisting of COx removal zone and a H2O separation zone to remove water and provide a hydrocarbon effluent. The hydrocarbon effluent is passed to a demethanizer to remove methane as an overhead stream and provide a demethanizer bottoms stream. The demethanizer bottoms consist of 50.3 equivalents of ethylene, 33.5 equivalents of propylene a... Reaction SMILES: [CH2:1]=[CH2:2].[CH2:3]=[CH:4][CH3:5]>>[CH3:3][CH3:4].[CH2:1]=[CH2:2].[CH2:3]=[CH2:4].[CH2:3]=[CH:4][CH3:5] |f:2.3|. Yields the product CC.C=C (ethane ethylene), C=C (ethylene), C=CC (propylene), butenes. The reactants are C=CC (propylene), C=C (ethylene), hydrocarbon, C=CC (propylene), butenes, C=C (ethylene), butenes, C=CC (propylene). Starting materials: NC1=C2N=CN(C2=NC(=N1)Cl)CC1=CC=CC=C1 (6-Amino-9-benzyl-2-chloropurine), CCCCC[O-].[Na+] (sodium pentylate). Run in C(CCCC)O (1-pentanol). Run at temperature 130 celsius. The product is NC1=C2N=CN(C2=NC(=N1)OCCCCC)CC1=CC=CC=C1 (6-Amino-9-benzyl-2-pentoxypurine). Isolated yield 57.0%. As a reaction SMILES: [NH2:1][C:2]1[N:10]=[C:9](Cl)[N:8]=[C:7]2[C:3]=1[N:4]=[CH:5][N:6]2[CH2:12][C:13]1[CH:18]=[CH:17][CH:16]=[CH:15][CH:14]=1.[CH3:19][CH2:20][CH2:21][CH2:22][CH2:23][O-:24].[Na+]>C(O)CCCC>[NH2:1][C:2]1[N:10]=[C:9]([O:24][CH2:23][CH2:22][CH2:21][CH2:20][CH3:19])[N:8]=[C:7]2[C:3]=1[N:4]=[CH:5][N:6]2[CH2:12][C:13]1[CH:18]=[CH:17][CH:16]=[CH:15][CH:14]=1 |f:1.2|. Reported procedure: 6-Amino-9-benzyl-2-chloropurine (150 mg, 0.58 mmol) and sodium pentylate (318 mg, 2.89 mmol) were dissolved in 1-pentanol (50 ml) and then the solution was stirred under heating at 130° C. for 5 hours. The reaction mixture was evaporated in vacuo to dryness. To the residue was added water and the mixture was extracted with chloroform. The organic layer was dried on sodium sulfate and evaporated in vacuo to dryness. The residue was purified with silica gel chromatography (2% methanol/chloroform) ... Starting materials: CCCCc1nc(C)cc(Cl)n1, CC(C)(C)OC(=O)NC1CCN(c2ncccc2[N+](=O)[O-])CC1, CC(C)(C)OC(=O)NC1CCNCC1. Product: CCCCc1nc(C)cc(N2CCC(NC(=O)OC(C)(C)C)CC2)n1. As a reaction SMILES: [Cl:24][c:25]1[n:26][c:27]([CH2:32][CH2:33][CH2:34][CH3:35])[n:28][c:29]([CH3:31])[cH:30]1.[N+:1]([c:2]1[c:3]([N:10]2[CH2:11][CH2:12][CH:13]([NH:16][C:17]([O:18][C:19]([CH3:20])([CH3:21])[CH3:22])=[O:23])[CH2:14][CH2:15]2)[n:4][cH:5][cH:6][cH:7]1)([O-:8])=[O:9].[NH:36]1[CH2:37][CH2:38][CH:39]([NH:40][C:41](=[O:42])[O:43][C:44]([CH3:45])([CH3:46])[CH3:47])[CH2:48][CH2:49]1>>[N:10]1([c:25]2[n:26][c:27]([CH2:32][CH2:33][CH2:34][CH3:35])[n:28][c:29]([CH3:31])[cH:30]2)[CH2:11][CH2:12][CH:13]([NH:16][C:17]([O:18][C:19]([CH3:20])([CH3:21])[CH3:22])=[O:23])[CH2:14][CH2:15]1. RXN SMILES: [CH3:1][C:2]1[N:3]=[C:4]([N:12]2[CH2:16][C@H:15](C)[NH:14][C:13]2=[O:18])[S:5][C:6]=1[C:7]([O:9][CH2:10][CH3:11])=[O:8].[CH3:19][C:20]1N=C(N2CCNC2=O)S[C:24]=1[C:25](OCC)=O.BrCCC=C>>[CH2:25]([N:14]1[CH2:15][CH2:16][N:12]([C:4]2[S:5][C:6]([C:7]([O:9][CH2:10][CH3:11])=[O:8])=[C:2]([CH3:1])[N:3]=2)[C:13]1=[O:18])[CH2:24][CH:20]=[CH2:19]. Reactants: CC=1N=C(SC1C(=O)OCC)N1C(N[C@H](C1)C)=O ((S)-ethyl 4-methyl-2-(4-methyl-2-oxoimidazolidin-1-yl)thiazole-5-carboxylate), CC=1N=C(SC1C(=O)OCC)N1C(NCC1)=O (ethyl 4-methyl-2-(2-oxoimidazolidin-1-yl)thiazole-5-carboxylate), BrCCC=C (4-bromobut-1-ene). The yield is 85.0%. Reported procedure: Following the procedure as described in Preparation 5, making variations as required to replace (S)-ethyl 4-methyl-2-(4-methyl-2-oxoimidazolidin-1-yl)thiazole-5-carboxylate and with ethyl 4-methyl-2-(2-oxoimidazolidin-1-yl)thiazole-5-carboxylate to react with 4-bromobut-1-ene, the title compound was obtained as an off-white solid (2.05 g, 85%): mp 97-98° C. (diethyl ether); 1H NMR (300 MHz, DMSO-d6) δ 5.86-5.72 (m, 1H), 5.16-5.02 (m, 2H), 4.22 (q, J=7.1 Hz, 2H), 4.02-3.79 (m, 2H), 3.60-3.55 (m, ... Yields the product C(CC=C)N1C(N(CC1)C=1SC(=C(N1)C)C(=O)OCC)=O (ethyl 2-(3-(but-3-enyl)-2-oxoimidazolidin-1-yl)-4-methylthiazole-5-carboxylate), solid. Reported procedure: A solution of 2.61 mmol of trimethylsilyloxy trifluoromethanesulphonate in 1 ml of dichloro-methane at 0° C. is admixed with a solution of 1.27 mmol of titanium tetrachloride in 1.5 ml of dichloromethane. The mixture is stirred at room temperature for 4 hours and then cooled to 0° C. A solution of 0.83 mmol of 7-methoxy-6′,7′-dihydro-5′H-spiro[chromene-4,8′-imidazo[1,5-a]pyridin]-2(3H)-one and 4.17 mmol of triethylsilane in 2 ml of dichloromethane is added and the reaction mixture is stirred at ... The reactants are COC1=CC=C2C(=C1)OC(CC21C=2N(CCC1)C=NC2)=O (7-methoxy-6′,7′-dihydro-5′H-spiro[chromene-4,8′-imidazo[1,5-a]pyridin]-2(3H)-one), C(C)[SiH](CC)CC (triethylsilane), FC(S(=O)(=O)OO[Si](C)(C)C)(F)F (trimethylsilyloxy trifluoromethanesulphonate), ice water. Conditions: time 4 hour. The reagents and catalysts are [Ti](Cl)(Cl)(Cl)Cl (titanium tetrachloride). Solvent: ClCCl (dichloromethane), ClCCl (dichloro-methane), ClCCl (dichloromethane). RXN SMILES: FC(F)(F)S(OO[Si](C)(C)C)(=O)=O.[CH3:14][O:15][C:16]1[CH:21]=[C:20]2[O:22][C:23](=O)[CH2:24][C:25]3([CH2:30][CH2:29][CH2:28][N:27]4[CH:31]=[N:32][CH:33]=[C:26]34)[C:19]2=[CH:18][CH:17]=1.C([SiH](CC)CC)C>ClCCl.[Ti](Cl)(Cl)(Cl)Cl>[CH3:14][O:15][C:16]1[CH:21]=[C:20]2[O:22][CH2:23][CH2:24][C:25]3([CH2:30][CH2:29][CH2:28][N:27]4[CH:31]=[N:32][CH:33]=[C:26]34)[C:19]2=[CH:18][CH:17]=1. Yields the product COC1=CC=C2C(=C1)OCCC21C=2N(CCC1)C=NC2 (7-Methoxy-2,3,6′,7′-tetrahydro-5′H-spiro[chromene-4,8′-imidazo[1,5-a]pyridine]). Reactants: CC(=O)OC(C)=O, CO, CC(=O)O, [Fe], CC(C)C(NC(=O)Cn1c(-c2ccc(NS(=O)(=O)NCc3ccc([N+](=O)[O-])cc3)s2)nccc1=O)C(=O)C(F)(F)F. Yields the product CC(=O)Nc1ccc(CNS(=O)(=O)Nc2ccc(-c3nccc(=O)n3CC(=O)NC(C(=O)C(F)(F)F)C(C)C)s2)cc1. Reaction SMILES: [CH3:42][C:43](=[O:44])[O:45][C:46](=[O:47])[CH3:48].[CH3:49][OH:50].[CH3:51][C:52](=[O:53])[OH:54].[Fe:55].[N+:1]([O-:2])(=[O:3])[c:4]1[cH:5][cH:6][c:7]([CH2:8][NH:9][S:10](=[O:11])(=[O:12])[NH:13][c:14]2[cH:15][cH:16][c:17](-[c:19]3[n:20]([CH2:26][C:27](=[O:28])[NH:29][CH:30]([C:31]([C:32]([F:33])([F:34])[F:35])=[O:36])[CH:37]([CH3:38])[CH3:39])[c:21](=[O:25])[cH:22][cH:23][n:24]3)[s:18]2)[cH:40][cH:41]1>>[NH:1]([c:4]1[cH:5][cH:6][c:7]([CH2:8][NH:9][S:10](=[O:11])(=[O:12])[NH:13][c:14]2[cH:15][cH:16][c:17](-[c:19]3[n:20]([CH2:26][C:27](=[O:28])[NH:29][CH:30]([C:31]([C:32]([F:33])([F:34])[F:35])=[O:36])[CH:37]([CH3:38])[CH3:39])[c:21](=[O:25])[cH:22][cH:23][n:24]3)[s:18]2)[cH:40][cH:41]1)[C:43]([CH3:42])=[O:44].